describe an organic reaction: reactants, conditions, products, and yield From a dataset of the Open Reaction Database (ORD), a public repository of structured organic reaction records. The reactants are Pd(dppf), COC(C1=CC(=NC(=C1)OC)Cl)=O (2-chloro-6-methoxy-isonicotinic acid methyl ester), solution. The solvent is O1CCOCC1 (dioxane), C1CCOC1 (THF). Reaction conditions: temperature 85 celsius, time 16 hour. Yields the product COC(C1=CC(=NC(=C1)OC)C(CC)CC)=O (2-(1-ethyl-propyl)-6-methoxy-isonicotinic acid methyl ester). Yield: 99.4%. Reaction SMILES: [CH3:1][O:2][C:3](=[O:13])[C:4]1[CH:9]=[C:8]([O:10][CH3:11])[N:7]=[C:6](Cl)[CH:5]=1>O1CCOCC1.C1COCC1>[CH3:1][O:2][C:3](=[O:13])[C:4]1[CH:9]=[C:8]([O:10][CH3:11])[N:7]=[C:6]([CH:4]([CH2:9][CH3:8])[CH2:5][CH3:6])[CH:5]=1. Procedure: Under argon, Pd(dppf) (83 mg, 101 μmol) is added to a solution of 2-chloro-6-methoxy-isonicotinic acid methyl ester (2.00 g, 9.92 mmol, see preparation of 2-isobutyl-6-methoxy-isonicotinic acid) in dioxane (30 mL). To this mixture, a solution of 1-ethyl-propyl zinkbromide (1.17 g, 9.92 mmol, 20 mL of a 0.5 M solution in THF) is added. The mixture is stirred at 85° C. for 16 h before the reaction is carefully quenched with water and extracted twice with EA. The combined org. extracts are dried ov... The reactants are CCCCCOc1ccc(-c2cc(-c3ccc(C(=O)O)cc3)no2)cc1, CCN=C=NCCCN(C)C, ClCCl, Cl, O, On1nnc2ccccc21. Product: CCCCCOc1ccc(-c2cc(-c3ccc(C(=O)On4nnc5ccccc54)cc3)no2)cc1. RXN SMILES: [CH2:11]([CH2:12][CH2:13][CH2:14][CH3:15])[O:16][c:17]1[cH:18][cH:19][c:20](-[c:23]2[cH:24][c:25](-[c:28]3[cH:29][cH:30][c:31]([C:32](=[O:33])[OH:34])[cH:35][cH:36]3)[n:26][o:27]2)[cH:21][cH:22]1.[CH2:38]([N:39]=[C:40]=[N:41][CH2:42][CH2:43][CH2:44][N:45]([CH3:46])[CH3:47])[CH3:48].[Cl:50][CH2:51][Cl:52].[ClH:37].[OH2:49].[OH:1][n:2]1[n:3][n:4][c:5]2[c:6]1[cH:7][cH:8][cH:9][cH:10]2>>[O:1]([n:2]1[n:3][n:4][c:5]2[c:6]1[cH:7][cH:8][cH:9][cH:10]2)[C:32]([c:31]1[cH:30][cH:29][c:28](-[c:25]2[cH:24][c:23](-[c:20]3[cH:19][cH:18][c:17]([O:16][CH2:11][CH2:12][CH2:13][CH2:14][CH3:15])[cH:22][cH:21]3)[o:27][n:26]2)[cH:36][cH:35]1)=[O:33]. Reactants: [H][H] (Hydrogen), O1C2C(=O)OC(C21C)(C)C (2,3-epoxy-3,4,4-trimethyl-γ-butyrolactone). Reagents/catalysts: [Pd] (Pd-C). Solvent: O1CCCC1 (tetrahydrofuran). The product is OC1(CC(=O)OC1(C)C)C (3-hydroxy-3,4,4-trimethyl-γ-butyrolactone). Isolated yield 82.0%. RXN SMILES: [H][H].[O:3]1[C:9]2([CH3:10])[CH:4]1[C:5]([O:7][C:8]2([CH3:12])[CH3:11])=[O:6]>[Pd].O1CCCC1>[OH:3][C:9]1([CH3:10])[C:8]([CH3:12])([CH3:11])[O:7][C:5](=[O:6])[CH2:4]1. Procedure: By using ethyl crotonate instead of ethyl acrylate, 2 hydroxy-3,4,4-trimethyl-γ-butyrolactone was prepared in a yield of 15% in the same manner as in Production Example 10. The prepared 2-hydroxy-3,4,4-trimethyl-γ-butyrolactone was subjected to a reaction (dehydration reaction) with equivalent P2O5 at room temperature to yield a corresponding α,β-unsaturated-γ-butyrolactone in a yield of 34%. This compound was then allowed to react with m-chloroperbenzoic acid (MCPBA) in methylene chloride at ro... Reactants: ClC1=CC=C(C=C1)C(C=O)(CC)N1C=CC2=C(C=CC=C12)NC(OC(C)(C)C)=O (tert-butyl 1-(2-(4-chlorophenyl)-1-oxobutan-2-yl)-1H-indol-4-ylcarbamate), [N+](=[N-])=C(C(C)=O)P(OC)(OC)=O (dimethyl 1-diazo-2-oxopropylphosphonate). Run in CO (MeOH). Run at time 4 hour. The product is ClC1=CC=C(C=C1)C(C#C)(CC)N1C=CC2=C(C=CC=C12)NC(OC(C)(C)C)=O (tert-butyl 1-(3-(4-chlorophenyl)pent-1-yn-3-yl)-1H-indol-4-ylcarbamate). As a reaction SMILES: [Cl:1][C:2]1[CH:7]=[CH:6][C:5]([C:8]([N:13]2[C:21]3[C:16](=[C:17]([NH:22][C:23](=[O:29])[O:24][C:25]([CH3:28])([CH3:27])[CH3:26])[CH:18]=[CH:19][CH:20]=3)[CH:15]=[CH:14]2)([CH2:11][CH3:12])[CH:9]=O)=[CH:4][CH:3]=1.[N+](=[C:32](P(=O)(OC)OC)C(=O)C)=[N-]>CO>[Cl:1][C:2]1[CH:7]=[CH:6][C:5]([C:8]([N:13]2[C:21]3[C:16](=[C:17]([NH:22][C:23](=[O:29])[O:24][C:25]([CH3:28])([CH3:27])[CH3:26])[CH:18]=[CH:19][CH:20]=3)[CH:15]=[CH:14]2)([CH2:11][CH3:12])[C:9]#[CH:32])=[CH:4][CH:3]=1. Procedure details: A mixture of tert-butyl 1-(2-(4-chlorophenyl)-1-oxobutan-2-yl)-1H-indol-4-ylcarbamate (500 mg, 1.21 mmol), as described in Example 21 Step B, and dimethyl 1-diazo-2-oxopropylphosphonate (244 mg, 1.27 mmol) in MeOH (10 mL) was stirred at rt for 4 hours. After removing the solvent in vacuo, the residue was purified via column chromatography (0-30% EtOAc/hexanes) to provide the title compound. The reactants are FC1=CC=C(CNC(=O)C2=NC(=NC(=C2O)O)C(C)(C)NCCCO)C=C1 (N-(4-fluorobenzyl)-5,6-dihydroxy-2-{1-[(3-hydroxypropyl)amino]-1-methylethyl}pyrimidine-4-carboxamide), reagents, C1(=CC=CC=C1)P(C1=CC=CC=C1)C1=CC=CC=C1 (triphenylphosphine), CCOC(=O)/N=N/C(=O)OCC (DEAD). Solvent: C1CCOC1 (THF). The product is FC1=CC=C(CNC(=O)C=2N=C3N(CCCNC3(C)C)C(C2O)=O)C=C1 (N-(4-fluorobenzyl)-3-hydroxy-10,10-dimethyl-4-oxo-4,6,7,8,9,10-hexahydropyrimido[1,2-a][1,4]diazepine-2-carboxamide). As a reaction SMILES: [F:1][C:2]1[CH:27]=[CH:26][C:5]([CH2:6][NH:7][C:8]([C:10]2[C:15]([OH:16])=[C:14]([OH:17])[N:13]=[C:12]([C:18]([NH:21][CH2:22][CH2:23][CH2:24]O)([CH3:20])[CH3:19])[N:11]=2)=[O:9])=[CH:4][CH:3]=1.C1(P(C2C=CC=CC=2)C2C=CC=CC=2)C=CC=CC=1.CCOC(/N=N/C(OCC)=O)=O>C1COCC1>[F:1][C:2]1[CH:27]=[CH:26][C:5]([CH2:6][NH:7][C:8]([C:10]2[N:11]=[C:12]3[C:18]([CH3:20])([CH3:19])[NH:21][CH2:22][CH2:23][CH2:24][N:13]3[C:14](=[O:17])[C:15]=2[OH:16])=[O:9])=[CH:4][CH:3]=1. Procedure details: Crude N-(4-fluorobenzyl)-5,6-dihydroxy-2-{1-[(3-hydroxypropyl)amino]-1-methylethyl}pyrimidine-4-carboxamide prepared as described in Step 1 was dissolved in THF, and treated with triphenylphosphine (1.5 eq.) and DEAD (1.5 eq.). The mixture was stirred under nitrogen, after 14 hours additional reagents (2 eq.) were necessary to complete reaction. Solvent was evaporated under vacuo and the residue loaded on cation exchange resin. The resin was washed with methanol and desired product was eluted wi... Starting materials: esters, NC=1C=C(C=CC1)CC(=O)OC (methyl 3-aminophenylacetate), C(C)S (ethanethiol), [OH-].[K+] (KOH), [OH-].[Na+] (NaOH), diazonium salt, C(C)[S-].[K+] (potassium ethanethiolate), N(=O)[O-].[Na+] (NaNO2), C(C)SC=1C=C(C=CC1)CC(=O)OC (methyl 3-ethylthiophenylacetate), C1(=CC=CC=C1)CC(=O)OC (methyl phenylacetate). Yields the product C(C)[S-].[K+] (potassium ethanethiolate), C1(=CC=CC=C1)CC(=O)O (phenylacetic acid). Run at time 20 minute. Reaction SMILES: N[C:2]1[CH:3]=[C:4]([CH2:8][C:9]([O:11]C)=[O:10])[CH:5]=[CH:6][CH:7]=1.N([O-])=O.[Na+].[CH2:17]([SH:19])[CH3:18].[OH-].[K+:21].C([S-])C.[K+].C(SC1C=C(CC(OC)=O)C=CC=1)C.C1(CC(OC)=O)C=CC=CC=1.[OH-].[Na+]>Cl.O.CO.C(OCC)C>[CH2:17]([S-:19])[CH3:18].[K+:21].[C:4]1([CH2:8][C:9]([OH:11])=[O:10])[CH:5]=[CH:6][CH:7]=[CH:2][CH:3]=1 |f:1.2,4.5,6.7,10.11,16.17|. Run in Cl (HCl), C(C)OCC (Diethyl ether), CO (methanol), O (water). Procedure details: To a solution of methyl 3-aminophenylacetate (102 g, 0.62 mole) in 1N HCl (1600 ml) cooled in an ice bath was added NaNO2 (42.7 g, 0.62 mole) portionwise and the solution stirred for 20 minutes. A solution of potassium ethanethiolate was prepared by adding ethanethiol (202 ml, 2.73 mole) dropwise over 10 minutes to a solution of 87.5% KOH (159 g, 2.48 mole) in water (1.2 l ) at 0° C. The diazonium salt solution was then added via cannula to the solution of potassium ethanethiolate and the reacti... Starting materials: O=C([O-])[O-], c1ccc2c(c1)CCC1CNCCC21, ClCc1ccc(Cl)cc1, [K+], [K+], CN(C)C=O. Yields the product Clc1ccc(CN2CCC3c4ccccc4CCC3C2)cc1. As a reaction SMILES: [C:15](=[O:16])([O-:17])[O-:18].[CH2:1]1[CH2:2][NH:3][CH2:4][CH:5]2[CH2:6][CH2:7][c:8]3[c:9]([cH:11][cH:12][cH:13][cH:14]3)[CH:10]12.[Cl:21][c:22]1[cH:23][cH:24][c:25]([CH2:26][Cl:27])[cH:28][cH:29]1.[K+:19].[K+:20].[O:30]=[CH:31][N:32]([CH3:33])[CH3:34]>>[CH2:1]1[CH2:2][N:3]([CH2:26][c:25]2[cH:24][cH:23][c:22]([Cl:21])[cH:29][cH:28]2)[CH2:4][CH:5]2[CH2:6][CH2:7][c:8]3[c:9]([cH:11][cH:12][cH:13][cH:14]3)[CH:10]12.